From a dataset of the Open Reaction Database (ORD), a public repository of structured organic reaction records. describe an organic reaction: reactants, conditions, products, and yield The reactants are ClC=1C=C(C=C(C1F)Cl)C1(CC(=NO1)C1=CC=C(C2=CC=CC=C12)C(=O)NCCO)C(F)(F)F (4-(5-(3,5-dichloro-4-fluorophenyl)-5-(trifluoromethyl)-4,5-dihydroisoxazol-3-yl)-N-(2-hydroxyethyl)-1-naphthamide), CC(=O)OI1(C=2C=CC=CC2C(=O)O1)(OC(=O)C)OC(=O)C (Dess-Martin reagent), C(=O)(O)[O-].[Na+] (NaHCO3), CCCCCCC (heptane). The solvent is CCOC(=O)C (EtOAc), CCOC(=O)C (EtOAc), O (water). Conditions: time 2 hour. Yields the product ClC=1C=C(C=C(C1F)Cl)C1(CC(=NO1)C1=CC=C(C2=CC=CC=C12)C(=O)NCC=O)C(F)(F)F (4-(5-(3,5-dichloro-4-fluorophenyl)-5-(trifluoromethyl)-4,5-dihydroisoxazol-3-yl)-N-(2-oxoethyl)-1-naphthamide). The yield is 99.2%. RXN SMILES: [Cl:1][C:2]1[CH:3]=[C:4]([C:10]2([C:31]([F:34])([F:33])[F:32])[O:14][N:13]=[C:12]([C:15]3[C:24]4[C:19](=[CH:20][CH:21]=[CH:22][CH:23]=4)[C:18]([C:25]([NH:27][CH2:28][CH2:29][OH:30])=[O:26])=[CH:17][CH:16]=3)[CH2:11]2)[CH:5]=[C:6]([Cl:9])[C:7]=1[F:8].CC(OI1(OC(C)=O)(OC(C)=O)OC(=O)C2C=CC=CC1=2)=O.CCCCCCC.C([O-])(O)=O.[Na+]>CCOC(C)=O.O>[Cl:1][C:2]1[CH:3]=[C:4]([C:10]2([C:31]([F:32])([F:34])[F:33])[O:14][N:13]=[C:12]([C:15]3[C:24]4[C:19](=[CH:20][CH:21]=[CH:22][CH:23]=4)[C:18]([C:25]([NH:27][CH2:28][CH:29]=[O:30])=[O:26])=[CH:17][CH:16]=3)[CH2:11]2)[CH:5]=[C:6]([Cl:9])[C:7]=1[F:8] |f:3.4|. Procedure: To a solution of 4-(5-(3,5-dichloro-4-fluorophenyl)-5-(trifluoromethyl)-4,5-dihydroisoxazol-3-yl)-N-(2-hydroxyethyl)-1-naphthamide (Preparation 8, 730 mg, 1.4 mmol) in EtOAc (100 mL) was added Dess-Martin reagent (725 mg, 1.7 mmol). The reaction was stirred at room temperature for 2 hours. TLC 65:35 EtOAc:heptane shows complete conversion to less polar spot. 50 mL NaHCO3 was added to reaction mixture and stirred for 15 minutes. Contents were diluted with water, extracted with EtOAc (2×75 mL), dr...